Dataset: the Open Reaction Database (ORD), a public repository of structured organic reaction records. Task: describe an organic reaction: reactants, conditions, products, and yield The reactants are O=C1N(C(SC1=CC1=CC(=CC=C1)OCCNC(=O)OC(C)(C)C)=S)NC1=NS(C2=C1C=CC=C2)(=O)=O (3-[(4-Oxo-5-(3-(2-t-butoxycarbonylaminoethyloxy)benzylidene)-2-thioxothiazolidin-3-yl)amino]-1,2-benzothiazole 1,1-dioxide), C(C)(=O)OCC.Cl (hydrogen chloride-ethyl acetate). Run at time 3 hour. Yields the product Cl.O=C1N(C(SC1=CC1=CC(=CC=C1)OCCN)=S)NC1=NS(C2=C1C=CC=C2)(=O)=O (3-[(4-oxo-5-(3-(2-aminoethyloxy)benzylidene)-2-thioxothiazolidin-3-yl)amino]-1,2-benzothiazole 1,1-dioxide hydrochloride). RXN SMILES: [O:1]=[C:2]1[C:6](=[CH:7][C:8]2[CH:13]=[CH:12][CH:11]=[C:10]([O:14][CH2:15][CH2:16][NH:17]C(OC(C)(C)C)=O)[CH:9]=2)[S:5][C:4](=[S:25])[N:3]1[NH:26][C:27]1[C:31]2[CH:32]=[CH:33][CH:34]=[CH:35][C:30]=2[S:29](=[O:37])(=[O:36])[N:28]=1.C(OCC)(=O)C.[ClH:44]>>[ClH:44].[O:1]=[C:2]1[C:6](=[CH:7][C:8]2[CH:13]=[CH:12][CH:11]=[C:10]([O:14][CH2:15][CH2:16][NH2:17])[CH:9]=2)[S:5][C:4](=[S:25])[N:3]1[NH:26][C:27]1[C:31]2[CH:32]=[CH:33][CH:34]=[CH:35][C:30]=2[S:29](=[O:37])(=[O:36])[N:28]=1 |f:1.2,3.4|. Procedure: 3-[(4-Oxo-5-(3-(2-t-butoxycarbonylaminoethyloxy)benzylidene)-2-thioxothiazolidin-3-yl)amino]-1,2-benzothiazole 1,1-dioxide (220 mg) obtained in Example 167 was dissolved in 4M hydrogen chloride-ethyl acetate solution (10 ml), and the solution was stirred at room temperature for 3 hr, and concentrated under reduced pressure to give 3-[(4-oxo-5-(3-(2-aminoethyloxy)benzylidene)-2-thioxothiazolidin-3-yl)amino]-1,2-benzothiazole 1,1-dioxide hydrochloride (167 mg). The reactants are FC1=CC=C(CN2C(C=3N(CC2)C2=C(C3OS(=O)(=O)C=3C(=CC=CC3)C)C(N(CC2)CC2=CC=NC=C2)=O)=O)C=C1 (8-(4-fluorobenzyl)-2-(4-pyridinylmethyl)-10-toluenesulfonyloxy-3,4,7,8-tetrahydropyrido-[3′,4′:4,5]pyrrolo[1,2-a]pyrazine-1,9(2H,6H)-dione), C[O-].[Na+] (sodium methoxide). The solvent is CO (methanol). Yields the product FC1=CC=C(CN2C(C=3N(CC2)C2=C(C3O)C(N(CC2)CC2=CC=NC=C2)=O)=O)C=C1 (8-(4-Fluorobenzyl)-10-hydroxy-2-(pyridin-4-ylmethyl)-3,4,7,8-tetrahydropyrido-[3′,4′:4,5]pyrrolo[1,2-a]pyrazine-1,9(2H,6H)-dione). As a reaction SMILES: [F:1][C:2]1[CH:41]=[CH:40][C:5]([CH2:6][N:7]2[CH2:12][CH2:11][N:10]3[C:13]4[CH2:30][CH2:29][N:28]([CH2:31][C:32]5[CH:37]=[CH:36][N:35]=[CH:34][CH:33]=5)[C:27](=[O:38])[C:14]=4[C:15]([O:16]S(C4C(C)=CC=CC=4)(=O)=O)=[C:9]3[C:8]2=[O:39])=[CH:4][CH:3]=1.C[O-].[Na+]>CO>[F:1][C:2]1[CH:41]=[CH:40][C:5]([CH2:6][N:7]2[CH2:12][CH2:11][N:10]3[C:13]4[CH2:30][CH2:29][N:28]([CH2:31][C:32]5[CH:37]=[CH:36][N:35]=[CH:34][CH:33]=5)[C:27](=[O:38])[C:14]=4[C:15]([OH:16])=[C:9]3[C:8]2=[O:39])=[CH:4][CH:3]=1 |f:1.2|. Procedure: A solution of 8-(4-fluorobenzyl)-2-(4-pyridinylmethyl)-10-toluenesulfonyloxy-3,4,7,8-tetrahydropyrido-[3′,4′:4,5]pyrrolo[1,2-a]pyrazine-1,9(2H,6H)-dione (10 mg, 0.017 mmol) and sodium methoxide (3 mg, 0.052 mmol) in anhydrous methanol (0.5 mL) was heated in an oil bath at 60° C. for one hour. The solution was subjected to reverse phase preparative HPLC purification. Collection and lyophilization of appropriate fractions provided the titled compounds.